From a dataset of the Open Reaction Database (ORD), a public repository of structured organic reaction records. describe an organic reaction: reactants, conditions, products, and yield Starting materials: C1CNCCN1, CN1CCCC1=O, O=[N+]([O-])c1cccc(F)c1, O. Product: O=[N+]([O-])c1cccc(N2CCNCC2)c1. As a reaction SMILES: [CH2:11]1[CH2:12][NH:13][CH2:14][CH2:15][NH:16]1.[CH3:18][N:19]1[CH2:20][CH2:21][CH2:22][C:23]1=[O:24].[F:1][c:2]1[cH:3][c:4]([N+:8](=[O:9])[O-:10])[cH:5][cH:6][cH:7]1.[OH2:17]>>[c:2]1([N:13]2[CH2:12][CH2:11][NH:16][CH2:15][CH2:14]2)[cH:3][c:4]([N+:8](=[O:9])[O-:10])[cH:5][cH:6][cH:7]1. Starting materials: C1=CC=CC=C1 (benzene), C(CO)Br (ethylene bromohydrin), N1C=NC=C1 (imidazole), [Si](C)(C)(C(C)(C)C)Cl (t-butyldimethylsilyl chloride). Run in CN(C=O)C (N,N-dimethylformamide). The product is [Si](C)(C)(C(C)(C)C)OCCBr (2-Bromoethyl t-butyldimethylsilyl ether). Yield: 94.0%. As a reaction SMILES: [CH2:1]([Br:4])[CH2:2][OH:3].N1C=CN=C1.[Si:10](Cl)([C:13]([CH3:16])([CH3:15])[CH3:14])([CH3:12])[CH3:11].C1C=CC=CC=1>CN(C)C=O>[Si:10]([O:3][CH2:2][CH2:1][Br:4])([C:13]([CH3:16])([CH3:15])[CH3:14])([CH3:12])[CH3:11]. Reported procedure: 2 g of ethylene bromohydrin and 2.4 g of imidazole were dissolved in 40 ml of N,N-dimethylformamide, to which 2.65 g of t-butyldimethylsilyl chloride were added at room temperature. After completion of the reaction, benzene was added, followed by washing with water and a sodium hydrogencarbonate aqueous solution and drying with anhydrous magnesium sulfate. This was filtered and the solvent was distilled off, thereby obtaining 3.60 g of the captioned compound (yield 94%). The reactants are C1CCNCC1, O=C(O)CC1CSC(c2cc3cc(Cl)cc(NC4CCCC4)c3[nH]2)=N1. Yields the product O=C(CC1CSC(c2cc3cc(Cl)cc(NC4CCCC4)c3[nH]2)=N1)N1CCCCC1. As a reaction SMILES: [CH2:26]1[CH2:27][CH2:28][NH:29][CH2:30][CH2:31]1.[Cl:1][c:2]1[cH:3][c:4]2[cH:5][c:6]([C:17]3=[N:21][CH:20]([CH2:22][C:23](=[O:24])[OH:25])[CH2:19][S:18]3)[nH:7][c:8]2[c:9]([NH:11][CH:12]2[CH2:13][CH2:14][CH2:15][CH2:16]2)[cH:10]1>>[Cl:1][c:2]1[cH:3][c:4]2[cH:5][c:6]([C:17]3=[N:21][CH:20]([CH2:22][C:23](=[O:24])[N:29]4[CH2:28][CH2:27][CH2:26][CH2:31][CH2:30]4)[CH2:19][S:18]3)[nH:7][c:8]2[c:9]([NH:11][CH:12]2[CH2:13][CH2:14][CH2:15][CH2:16]2)[cH:10]1.